Task: describe an organic reaction: reactants, conditions, products, and yield. Dataset: the Open Reaction Database (ORD), a public repository of structured organic reaction records Reactants: ClC(C(O)O)(Cl)Cl (Chloral hydrate), OC1=CC=C(C=C1)C(CC)=O (p-hydroxypropiophenone). The solvent is S(O)(O)(=O)=O (sulphuric acid). Conditions: time 3 hour. The product is C(CC)(=O)C=1C=CC2=C(C(OC(O2)C(Cl)(Cl)Cl)C(Cl)(Cl)Cl)C1 (6-propionyl-2,4-bis(trichloromethyl)benzo[1,3]dioxin). RXN SMILES: [Cl:1][C:2]([Cl:7])([Cl:6])[CH:3]([OH:5])[OH:4].O[C:9]1[CH:14]=[CH:13][C:12]([C:15](=[O:18])[CH2:16][CH3:17])=[CH:11][CH:10]=1>S(=O)(=O)(O)O>[C:15]([C:12]1[CH:11]=[CH:10][C:9]2[O:5][CH:3]([C:2]([Cl:7])([Cl:6])[Cl:1])[O:4][CH:3]([C:2]([Cl:7])([Cl:6])[Cl:1])[C:14]=2[CH:13]=1)(=[O:18])[CH2:16][CH3:17]. Reported procedure: Chloral hydrate (36.4 g.) was added in portions to a stirred solution of p-hydroxypropiophenone (15 g.) in concentrated sulphuric acid (100 ml.). After the addition was completed, the mixture was stirred at room temperature for 3 hours and then kept for 5 days. The reaction mixture was poured onto ice, and the resulting solid product was filtered off, dissolved in diethyl ether (200 ml.) and filtered to remove any metachloral and unreacted starting material. The filtrate was dried, and evaporate... Starting materials: [N+](=O)([O-])C=CC1=C2C=CNC2=CC=C1 (4-(2-nitrovinyl)indole), CC(C)C[AlH]CC(C)C (DIBAH), CCOC(=O)C (AcOEt), [OH-].[K+] (KOH). Solvent: C1CCOC1 (THF), O (water). Reaction conditions: time 30 minute. Yields the product NCCC1=C2C=CNC2=CC=C1 (4-[(2-amino)ethyl]indole). As a reaction SMILES: [N+:1]([CH:4]=[CH:5][C:6]1[CH:14]=[CH:13][CH:12]=[C:11]2[C:7]=1[CH:8]=[CH:9][NH:10]2)([O-])=O.CC(C[AlH]CC(C)C)C.CCOC(C)=O.[OH-].[K+]>C1COCC1.O>[NH2:1][CH2:4][CH2:5][C:6]1[CH:14]=[CH:13][CH:12]=[C:11]2[C:7]=1[CH:8]=[CH:9][NH:10]2 |f:3.4|. Reported procedure: A solution of 4-(2-nitrovinyl)indole (II) (3 g, 15.9 mmol) in THF (10 ml) was added to a suspension of DIBAH (1M THF, 159 ml, 159 mmol) under an inert atmosphere and was stirred at room temperature for 30 min, then it was heated at 60° C. and stirred for 5 hours. The obtained mixture was cooled to 0° C., AcOEt, water and KOH 10% were added and the ontained product was filtered. The aqueous layer was extracted with AcOEt and the organic layer was dried and evaporated to obtain 4-[(2-amino)ethyl]i... Reactants: NC1=C(C=CC(=C1)Cl)SCCC(=O)N1CCCC1 (3-((2-amino-4-chlorophenyl)thio)-1-(pyrrolidin-1-yl)propan-1-one), ClC1=C(C=C(C=C1)S(=O)(=O)Cl)C(F)(F)F (4-chloro-3-(trifluoromethyl)benzene-1-sulfonyl chloride). Run in N1=CC=CC=C1 (pyridine). Yields the product ClC1=C(C=C(C=C1)S(=O)(=O)NC1=C(C=CC(=C1)Cl)SCCC(N1CCCC1)=O)C(F)(F)F (4-chloro-N-(5-chloro-2-{[3-oxo-3-(pyrrolidin-1-yl)propyl]sulfanyl}phenyl)-3-(trifluoromethyl)benzenesulfonamide). The yield is 17.2%. RXN SMILES: [NH2:1][C:2]1[CH:7]=[C:6]([Cl:8])[CH:5]=[CH:4][C:3]=1[S:9][CH2:10][CH2:11][C:12]([N:14]1[CH2:18][CH2:17][CH2:16][CH2:15]1)=[O:13].[Cl:19][C:20]1[CH:25]=[CH:24][C:23]([S:26](Cl)(=[O:28])=[O:27])=[CH:22][C:21]=1[C:30]([F:33])([F:32])[F:31]>N1C=CC=CC=1>[Cl:19][C:20]1[CH:25]=[CH:24][C:23]([S:26]([NH:1][C:2]2[CH:7]=[C:6]([Cl:8])[CH:5]=[CH:4][C:3]=2[S:9][CH2:10][CH2:11][C:12](=[O:13])[N:14]2[CH2:15][CH2:16][CH2:17][CH2:18]2)(=[O:27])=[O:28])=[CH:22][C:21]=1[C:30]([F:33])([F:31])[F:32]. Reported procedure: Following General Procedure B, the title compound (242 mg, 17%) was prepared from 3-((2-amino-4-chlorophenyl)thio)-1-(pyrrolidin-1-yl)propan-1-one (758 mg, 2.67 mmol) and 4-chloro-3-(trifluoromethyl)benzene-1-sulfonyl chloride (745 mg, 2.67 mmol) in pyridine (10 ml).